This data is from the Open Reaction Database (ORD), a public repository of structured organic reaction records. The task is: describe an organic reaction: reactants, conditions, products, and yield Reactants: OC=1C=C(C(=O)O)C=CC1[N+](=O)[O-] (3-hydroxy-4-nitrobenzoic acid), Cl (hydrochloric acid), CO (methanol). The product is OC=1C=C(C(=O)OC)C=CC1[N+](=O)[O-] (methyl 3-hydroxy-4-nitrobenzoate). Reaction SMILES: [OH:1][C:2]1[CH:3]=[C:4]([CH:8]=[CH:9][C:10]=1[N+:11]([O-:13])=[O:12])[C:5]([OH:7])=[O:6].Cl.[CH3:15]O>>[OH:1][C:2]1[CH:3]=[C:4]([CH:8]=[CH:9][C:10]=1[N+:11]([O-:13])=[O:12])[C:5]([O:7][CH3:15])=[O:6]. Reported procedure: In a 1 liter round-bottomed flask were placed 25 g (0.14 mole) 3-hydroxy-4-nitrobenzoic acid, 37% hydrochloric acid (37 ml) and methanol (300 ml). The resulting mixture was refluxed for 10 hours. The reaction mixture was cooled to room temperature and the solvent eliminated in a rotary evaporator. The resulting residue was dissolved in ethyl acetate and washed sequentially with water (1×100 ml), aqueous sodium bicarbonate (1×100 ml), water (1×100 ml) and brine (1×100 ml). The organic layer was d... Reactants: CCOC(C)=O, [Cl-], Cl, COc1ccc([N+](=O)[O-])c(CC(C)=O)c1F, c1cc[nH+]cc1. Product: CC(=O)Cc1c([N+](=O)[O-])ccc(O)c1F. RXN SMILES: [CH3:25][CH2:26][O:27][C:28](=[O:29])[CH3:30].[Cl-:17].[ClH:24].[F:1][c:2]1[c:3]([CH2:13][C:14]([CH3:15])=[O:16])[c:4]([N+:10](=[O:11])[O-:12])[cH:5][cH:6][c:7]1[O:8][CH3:9].[nH+:18]1[cH:19][cH:20][cH:21][cH:22][cH:23]1>>[F:1][c:2]1[c:3]([CH2:13][C:14]([CH3:15])=[O:16])[c:4]([N+:10](=[O:11])[O-:12])[cH:5][cH:6][c:7]1[OH:8]. Yield: 77.1%. As a reaction SMILES: Br[C:2]1[CH:7]=[CH:6][CH:5]=[CH:4][C:3]=1F.[O:9]1[CH2:13][CH2:12][O:11][CH:10]1[C:14]1[O:15][CH:16]=[CH:17][CH:18]=1.[Mg].[NH4+].[Cl-]>C1COCC1>[O:9]1[CH2:13][CH2:12][O:11][CH:10]1[C:14]12[O:15][CH:16]([C:2]3[C:7]1=[CH:6][CH:5]=[CH:4][CH:3]=3)[CH:17]=[CH:18]2 |f:3.4|. Reactants: [NH4+].[Cl-] (NH4Cl), BrC1=C(C=CC=C1)F (2-Bromofluorobenzene), O1C(OCC1)C=1OC=CC1 (dioxolanyl furan), [Mg] (magnesium). Reported procedure: 2-Bromofluorobenzene (36.0 g, 0.222M) in THF (200 ml) was added dropwise over one hour to a refluxing mixture of the above furan (28.0 g, 0.200M) and magnesium turnings (5.4 g, 0.206M) in dry THF (200 ml) under nitrogen. After the addition was complete, refluxing was continued for one hour. The cooled mixture was then poured onto saturated NH4Cl solution (250 ml), the organic layer separated and the aqueous layer re-extracted with ether. The combined organic extract was washed with saturated NH4... Run in C1CCOC1 (THF), C1CCOC1 (THF). Run at time 1 hour. Yields the product O1C(OCC1)C12C=CC(C3=CC=CC=C13)O2 (1-(1,3-dioxolan-2-yl)-1,4-epoxy-1,4-dihydronaphthalene). Reactants: NC1=C(C=C(OC2=CC(=NC=N2)NC(=O)C2CC2)C=C1)C (N-[6-(4-amino-3-methyl-phenoxy)pyrimidin-4-yl]cyclopropanecarboxamide), ClC1=C(C=C(C=C1)N=C=O)C(F)(F)F (4-chloro-3-(trifluoromethyl)phenyl isocynate). The solvent is O1CCCC1 (tetrahydrofuran), ClCCl (dichloromethane). Product: ClC1=C(C=C(C=C1)NC(=O)NC1=C(C=C(OC2=CC(=NC=N2)NC(=O)C2CC2)C=C1)C)C(F)(F)F (N-[6-[4-[[4-chloro-3-(trifluoromethyl)phenyl]carbamoylamino]-3-methyl-phenoxy]pyrimidin-4-yl]cyclopropanecarboxamide). Yield: 93.7%. RXN SMILES: [NH2:1][C:2]1[CH:20]=[CH:19][C:5]([O:6][C:7]2[N:12]=[CH:11][N:10]=[C:9]([NH:13][C:14]([CH:16]3[CH2:18][CH2:17]3)=[O:15])[CH:8]=2)=[CH:4][C:3]=1[CH3:21].[Cl:22][C:23]1[CH:28]=[CH:27][C:26]([N:29]=[C:30]=[O:31])=[CH:25][C:24]=1[C:32]([F:35])([F:34])[F:33]>O1CCCC1.ClCCl>[Cl:22][C:23]1[CH:28]=[CH:27][C:26]([NH:29][C:30]([NH:1][C:2]2[CH:20]=[CH:19][C:5]([O:6][C:7]3[N:12]=[CH:11][N:10]=[C:9]([NH:13][C:14]([CH:16]4[CH2:17][CH2:18]4)=[O:15])[CH:8]=3)=[CH:4][C:3]=2[CH3:21])=[O:31])=[CH:25][C:24]=1[C:32]([F:33])([F:34])[F:35]. Procedure: Dissolve N-[6-(4-amino-3-methyl-phenoxy)pyrimidin-4-yl]cyclopropanecarboxamide (1.8 g, 6.3 mmol) in tetrahydrofuran (50 mL) and dichloromethane (50 mL), add slowly 4-chloro-3-(trifluoromethyl)phenyl isocynate (1.4 g, 6.3 mmol), stir the reaction at room temperature for 15 hrs. Collect the white solid formed by filtration (2.0 g), recover from the mother liquor to give another 1.0 g (total 3.0 g, 93.7% yield). MS: (M+1): 506.2. Reactants: C(C)(C)(C)OC(=O)N1C[C@H](CC1)NC(CN)=O ((3S)-1-(tert-butoxycarbonyl)-3-(aminoacetylamino)pyrrolidine), C([O-])([O-])=O.[Na+].[Na+] (sodium carbonate), C(=N)(N)S(=O)(=O)O (formamidinesulfonic acid), ClC(=O)OCC1=CC=C(C=C1)[N+](=O)[O-] (p-nitrobenzyl chloroformate), [OH-].[Na+] (sodium hydroxide). Solvent: O1CCCC1 (tetrahydrofuran), O (water), O1CCCC1 (tetrahydrofuran), C(C)(=O)OCC (ethyl acetate). Reaction conditions: time 8 hour. Product: C(C)(C)(C)OC(=O)N1C[C@H](CC1)NC(C(NC(=N)N)(C(=O)OCC1=CC=C(C=C1)[N+](=O)[O-])C(=O)OCC1=CC=C(C=C1)[N+](=O)[O-])=O ((3S)-1-(tert-butoxycarbonyl)-3-[di(4-nitrobenzyloxycarbonyl)guanidinoacetylamino]pyrrolidine). Reaction SMILES: [C:1]([O:5][C:6]([N:8]1[CH2:12][CH2:11][C@H:10]([NH:13][C:14](=[O:17])[CH2:15][NH2:16])[CH2:9]1)=[O:7])([CH3:4])([CH3:3])[CH3:2].[C:18](=[O:21])([O-:20])[O-].[Na+].[Na+].[C:24](S(O)(=O)=O)([NH2:26])=[NH:25].Cl[C:32]([O:34][CH2:35][C:36]1[CH:41]=[CH:40][C:39]([N+:42]([O-:44])=[O:43])=[CH:38][CH:37]=1)=[O:33].[OH-:45].[Na+]>O.O1CCCC1.C(OCC)(=O)C>[C:1]([O:5][C:6]([N:8]1[CH2:12][CH2:11][C@H:10]([NH:13][C:14](=[O:17])[C:15]([C:32]([O:34][CH2:35][C:36]2[CH:41]=[CH:40][C:39]([N+:42]([O-:44])=[O:43])=[CH:38][CH:37]=2)=[O:33])([C:18]([O:20][CH2:35][C:36]2[CH:41]=[CH:40][C:39]([N+:42]([O-:43])=[O:45])=[CH:38][CH:37]=2)=[O:21])[NH:16][C:24]([NH2:26])=[NH:25])[CH2:9]1)=[O:7])([CH3:4])([CH3:2])[CH3:3] |f:1.2.3,6.7|. Procedure: To a solution of (3S)-1-(tert-butoxycarbonyl)-3-(aminoacetylamino)pyrrolidine (2.50 g) in water (35 ml), sodium carbonate (1.31 g) and formamidinesulfonic acid (1.53 g) were added under ice cooling and the mixture was stirred overnight at room temperature. To the reaction mixture, tetrahydrofuran (30 ml) was added. To the resulting mixture, a solution of p-nitrobenzyl chloroformate (4.43 g) in tetrahydrofuran (20 ml) and a 1N aqueous sodium hydroxide solution (21 ml) were simultaneously added dr... The reactants are Cl (HCl), [Cl-].C(C)(C)(C)[NH+]1C[C@@H]([C@@H](C1)C1=C(C=C(C=C1)F)F)C(=O)N1C2CC(CC1CC2)(CSC)C2CCCCC2 ((3R,4R)-1-tert-butyl-3-({3-cyclohexyl-3-[(methylthio)methyl]-8-azabicyclo[3.2.1]oct-8-yl}carbonyl)-4-(2,4-difluorophenyl)pyrrolidinium chloride), NaIO4, C(C)O (ethanol). The solvent is CCOCC (ether), O (water). Conditions: time 50 minute. Yields the product [Cl-].C(C)(C)(C)[NH+]1C[C@@H]([C@@H](C1)C1=C(C=C(C=C1)F)F)C(=O)N1C2CC(CC1CC2)(CS(=O)C)C2CCCCC2 ((3R,4R)-1-tert-butyl-3-({3-cyclohexyl-3-[(methylsulfinyl)methyl]-8-azabicyclo[3.2.1]oct-8-yl}carbonyl)-4-(2,4-difluorophenyl)pyrrolidinium chloride). RXN SMILES: [Cl-:1].[C:2]([NH+:6]1[CH2:10][C@@H:9]([C:11]2[CH:16]=[CH:15][C:14]([F:17])=[CH:13][C:12]=2[F:18])[C@@H:8]([C:19]([N:21]2[CH:26]3[CH2:27][CH2:28][CH:22]2[CH2:23][C:24]([CH:32]2[CH2:37][CH2:36][CH2:35][CH2:34][CH2:33]2)([CH2:29][S:30][CH3:31])[CH2:25]3)=[O:20])[CH2:7]1)([CH3:5])([CH3:4])[CH3:3].Cl.C([OH:41])C>O.CCOCC>[Cl-:1].[C:2]([NH+:6]1[CH2:10][C@@H:9]([C:11]2[CH:16]=[CH:15][C:14]([F:17])=[CH:13][C:12]=2[F:18])[C@@H:8]([C:19]([N:21]2[CH:26]3[CH2:27][CH2:28][CH:22]2[CH2:23][C:24]([CH:32]2[CH2:33][CH2:34][CH2:35][CH2:36][CH2:37]2)([CH2:29][S:30]([CH3:31])=[O:41])[CH2:25]3)=[O:20])[CH2:7]1)([CH3:5])([CH3:3])[CH3:4] |f:0.1,6.7|. Procedure: To a solution of (3R,4R)-1-tert-butyl-3-({3-cyclohexyl-3-[(methylthio)methyl]-8-azabicyclo[3.2.1]oct-8-yl}carbonyl)-4-(2,4-difluorophenyl)pyrrolidinium chloride (3-7) (0.150 g, 0.0270 mmol) in ethanol (6.0 mL) was added a solution of NaIO4 (0.174 g, 0.813 mmol) in 6.0 mL of water. The mixture was stirred at room temperature for 50 min. The solid was filtered and filtrate was concentrated, diluted with methylene chloride, washed with a saturated aqueous solution of Na2SO3. The organic phase was d...